From a dataset of the Open Reaction Database (ORD), a public repository of structured organic reaction records. describe an organic reaction: reactants, conditions, products, and yield The reactants are ClCC=1N=C(SC1)NC=O (4-chloromethyl-2-formylaminothiazole), SC1=CC=NC=C1 (4-mercaptopyridine), C([O-])([O-])=O.[K+].[K+] (potassium carbonate). Solvent: CN(C=O)C (N,N-dimethylformamide). Run at temperature 100 celsius. Product: C(=O)NC=1SC=C(N1)CSC1=CC=NC=C1 (2-formylamino-4-(4-pyridylthiomethyl)thiazole). Yield: 64.2%. Reaction SMILES: Cl[CH2:2][C:3]1[N:4]=[C:5]([NH:8][CH:9]=[O:10])[S:6][CH:7]=1.[SH:11][C:12]1[CH:17]=[CH:16][N:15]=[CH:14][CH:13]=1.C(=O)([O-])[O-].[K+].[K+]>CN(C)C=O>[CH:9]([NH:8][C:5]1[S:6][CH:7]=[C:3]([CH2:2][S:11][C:12]2[CH:17]=[CH:16][N:15]=[CH:14][CH:13]=2)[N:4]=1)=[O:10] |f:2.3.4|. Procedure details: A mixture of 4-chloromethyl-2-formylaminothiazole (1.86 g), 4-mercaptopyridine (1.23 g) and potassium carbonate (1.8 g) in N,N-dimethylformamide (20 ml) was heated at 100° C. for 2 hours with stirring. The reaction mixture was concentrated under reduced pressure and the residue was triturated with water. The precipitates were collected by filtration, washed with water and dried in vacuo to give 2-formylamino-4-(4-pyridylthiomethyl)thiazole (1.7 g, yield: 68.0%). mp: 182°-184° C. IR (Nujol): 1675... Reactants: formula 3, [Br-] (bromide), halogen, formula 1, S(=O)(=O)(Cl)Cl (sulfuryl chloride), COC(CC1(OC2=C(N3C1=CC=C3)C=C(C=C2)[N+](=O)[O-])C)=O (4-methyl-8-nitro-4H-pyrrolo-[2,1-c][1,4]benzoxazine-4-acetic acid methyl ester). Yields the product COC(CC1(OC2=C(N3C1=CC=C3Cl)C=C(C=C2)[N+](=O)[O-])C)=O (1-chloro-4-methyl-8-nitro-4H-pyrrolo[2,1-c][1,4]-benzoxazine-4-acetic acid methyl ester). As a reaction SMILES: S(Cl)([Cl:4])(=O)=O.[Br-].[CH3:7][O:8][C:9](=[O:28])[CH2:10][C:11]1([CH3:27])[C:16]2=[CH:17][CH:18]=[CH:19][N:15]2[C:14]2[CH:20]=[C:21]([N+:24]([O-:26])=[O:25])[CH:22]=[CH:23][C:13]=2[O:12]1>>[CH3:7][O:8][C:9](=[O:28])[CH2:10][C:11]1([CH3:27])[C:16]2=[CH:17][CH:18]=[C:19]([Cl:4])[N:15]2[C:14]2[CH:20]=[C:21]([N+:24]([O-:26])=[O:25])[CH:22]=[CH:23][C:13]=2[O:12]1. Procedure: By following the procedure of Example 75 but using as a starting material the appropriate starting material of formula 3, for example those described in Examples 2 to 41 or the appropriate starting material of formula 1, for example, those described in Examples 42 to 69, together with the appropriate nucleophilic reagent, for instance, sulfuryl chloride or bromide, respective compounds of formulae 3 and 1 in which R2 is halogen are obtained. More specifically exemplified, the use of 4-methyl-8-n... Reactants: CC(C)(C)OC(=O)N1CC=CCC1c1ccc(NC=C2C(=O)NC(=O)c3ccc(-c4ccsc4)cc32)cc1, CC#N, ClCCl, [Na+], [OH-], O. Yields the product O=C1NC(=O)c2ccc(-c3ccsc3)cc2C1=CNc1ccc(C2CC=CCN2)cc1. As a reaction SMILES: [C:1]([O:2][C:3](=[O:4])[N:8]1[CH:9]([c:14]2[cH:15][cH:16][c:17]([NH:20][CH:21]=[C:22]3[C:23](=[O:38])[NH:24][C:25](=[O:37])[c:26]4[cH:27][cH:28][c:29](-[c:32]5[cH:33][s:34][cH:35][cH:36]5)[cH:30][c:31]43)[cH:18][cH:19]2)[CH2:10][CH:11]=[CH:12][CH2:13]1)([CH3:5])([CH3:6])[CH3:7].[CH3:39][C:40]#[N:41].[Cl:45][CH2:46][Cl:47].[Na+:44].[OH-:43].[OH2:42]>>[NH:8]1[CH:9]([c:14]2[cH:15][cH:16][c:17]([NH:20][CH:21]=[C:22]3[C:23](=[O:38])[NH:24][C:25](=[O:37])[c:26]4[cH:27][cH:28][c:29](-[c:32]5[cH:33][s:34][cH:35][cH:36]5)[cH:30][c:31]43)[cH:18][cH:19]2)[CH2:10][CH:11]=[CH:12][CH2:13]1. Starting materials: BrBr (bromine), OC1=C(C2=CC(=CC=C2C=C1)C)CC(=O)O (2-hydroxy-7-methyl-1-naphthylacetic acid). Run in C(C)(=O)O (acetic acid), C(C)(=O)O (acetic acid). Product: BrC=1C=C2C=CC=3OC(CC3C2=CC1C)=O (7-bromo-8-methyl-2(1H)-naphtho[2,1-b]furanone). Reaction SMILES: [Br:1]Br.O[C:4]1[CH:13]=[CH:12][C:11]2[C:6](=[CH:7][C:8]([CH3:14])=[CH:9][CH:10]=2)[C:5]=1[CH2:15][C:16]([OH:18])=[O:17]>C(O)(=O)C>[Br:1][C:9]1[CH:10]=[C:11]2[C:6](=[CH:7][C:8]=1[CH3:14])[C:5]1[CH2:15][C:16](=[O:17])[O:18][C:4]=1[CH:13]=[CH:12]2. Reported procedure: A solution of bromine (0.05 ml) in acetic acid (2 ml) was added over 5 minutes to a solution of 2-hydroxy-7-methyl-1-naphthylacetic acid (0.21 g) in acetic acid (5 ml). The solid which precipitated was collected and washed with acetic acid to give 7-bromo-8-methyl-2(1H)-naphtho[2,1-b]furanone, m.p. 238°-240°.